From a dataset of the Open Reaction Database (ORD), a public repository of structured organic reaction records. describe an organic reaction: reactants, conditions, products, and yield The yield is 133.3%. Procedure details: A solution of 4-(Trifluoromethyl)-phenol (40 g) in dichloromethane (100 ml) was added at 0° C. dropwise to a solution of dihydropyran (53 g) in dichloromethane (100 ml) and aqueous HCl (200 μl) The reaction was allowed to reach room temperature, then quenched with saturated sodium bicarbonate (×1). The organic layer was separated and dried (MgSO4), concentrated in vacuo to give the sub-title compound (81 g) As a reaction SMILES: [F:1][C:2]([F:11])([F:10])[C:3]1[CH:8]=[CH:7][C:6]([OH:9])=[CH:5][CH:4]=1.[O:12]1[CH:17]=[CH:16][CH2:15][CH2:14][CH2:13]1>ClCCl.Cl>[F:1][C:2]([F:10])([F:11])[C:3]1[CH:4]=[CH:5][C:6]([O:9][CH:13]2[CH2:14][CH2:15][CH2:16][CH2:17][O:12]2)=[CH:7][CH:8]=1. The reactants are FC(C1=CC=C(C=C1)O)(F)F (4-(Trifluoromethyl)-phenol), O1CCCC=C1 (dihydropyran). The product is FC(C1=CC=C(OC2OCCCC2)C=C1)(F)F (Tetrahydro-2-[4-(trifluoromethyl)phenoxy]-2H-pyran). Solvent: ClCCl (dichloromethane), ClCCl (dichloromethane), Cl (HCl). Starting materials: CO, Cc1nc2cc(C(=O)O)ccc2n1NC(=O)c1ccc(Cl)c(S(N)(=O)=O)c1, O=S(Cl)Cl. Yields the product COC(=O)c1ccc2c(c1)nc(C)n2NC(=O)c1ccc(Cl)c(S(N)(=O)=O)c1. Reaction SMILES: [CH3:32][OH:33].[Cl:5][c:6]1[c:7]([S:28]([NH2:29])(=[O:30])=[O:31])[cH:8][c:9]([C:10](=[O:11])[NH:12][n:13]2[c:14]([CH3:25])[n:15][c:16]3[c:17]2[cH:18][cH:19][c:20]([C:22](=[O:23])[OH:24])[cH:21]3)[cH:26][cH:27]1.[S:1]([Cl:2])([Cl:3])=[O:4]>>[Cl:5][c:6]1[c:7]([S:28]([NH2:29])(=[O:30])=[O:31])[cH:8][c:9]([C:10](=[O:11])[NH:12][n:13]2[c:14]([CH3:25])[n:15][c:16]3[c:17]2[cH:18][cH:19][c:20]([C:22](=[O:23])[O:24][CH3:32])[cH:21]3)[cH:26][cH:27]1. Reactants: C1(CCCCC1)CC(=O)O (cyclohexylacetic acid), Cl.COC([C@@H](N)CC1=CC=CC=C1)=O (L-phenylalanine methyl ester hydrochloride), EtOAc hexanes, COC([C@@H](NC([C@@H](N)C)=O)CC1=CC=CC=C1)=O (N-(L-alaninyl)-L-phenylalanine methyl ester), C(=O)(OC(C)(C)C)N[C@@H](C)C(=O)O (N-BOC-L-alanine). Yields the product COC([C@@H](NC([C@@H](NC(CC1CCCCC1)=O)C)=O)CC1=CC=CC=C1)=O (N-[N-(Cyclohexylacetyl)-L-alaninyl]-L-phenylalanine Methyl Ester). As a reaction SMILES: [CH:1]1([CH2:7][C:8]([OH:10])=O)[CH2:6][CH2:5][CH2:4][CH2:3][CH2:2]1.[CH3:11][O:12][C:13](=[O:28])[C@H:14]([CH2:21][C:22]1[CH:27]=[CH:26][CH:25]=[CH:24][CH:23]=1)[NH:15][C:16](=[O:20])[C@H:17]([CH3:19])[NH2:18].C(N[C@H](C(O)=O)C)(OC(C)(C)C)=O.Cl.COC(=O)[C@H](CC1C=CC=CC=1)N>>[CH3:11][O:12][C:13](=[O:28])[C@H:14]([CH2:21][C:22]1[CH:27]=[CH:26][CH:25]=[CH:24][CH:23]=1)[NH:15][C:16](=[O:20])[C@H:17]([CH3:19])[NH:18][C:8](=[O:10])[CH2:7][CH:1]1[CH2:2][CH2:3][CH2:4][CH2:5][CH2:6]1 |f:3.4|. Procedure: Following General Procedure U and using cyclohexylacetic acid (Aldrich) and N-(L-alaninyl)-L-phenylalanine methyl ester prepared by coupling N-BOC-L-alanine (Bachem) with L-phenylalanine methyl ester hydrochloride (Bachem) using General Procedure U, followed by removal of the BOC-group using General Procedure Y), the title compound was prepared as a solid (mp=156-158° C.). The reaction was monitored by tlc (Rf=0.25 in 1:1 EtOAc/hexanes). Reactants: C(C)(C)(C)O\N=C(\C1=C(C=C(C(=C1)F)Cl)O)/C1=NC=CC=C1O ((Z)-2-(4-chloro-5-fluoro-2-hydroxybenzoyl)-3-hydroxypyridine O-t-butyloxime), ClC1=CC(=CC=C1)C(=O)OO (m-chloroperbenzoic acid), S(=O)(O)[O-].[Na+] (sodium hydrogensulfite). Run in C(Cl)(Cl)Cl (chloroform). Run at time 5 hour. Product: C(C)(C)(C)O\N=C(\C1=C(C=C(C(=C1)F)Cl)O)/C1=[N+](C=CC=C1O)[O-] ((Z)-2-(4-chloro-5-fluoro-2-hydroxybenzoyl)-3-hydroxypyridine N-oxide O-t-butyloxime). Isolated yield 92.0%. As a reaction SMILES: [C:1]([O:5]/[N:6]=[C:7](\[C:17]1[C:22]([OH:23])=[CH:21][CH:20]=[CH:19][N:18]=1)/[C:8]1[CH:13]=[C:12]([F:14])[C:11]([Cl:15])=[CH:10][C:9]=1[OH:16])([CH3:4])([CH3:3])[CH3:2].ClC1C=CC=C(C(OO)=[O:32])C=1.S([O-])(O)=O.[Na+]>C(Cl)(Cl)Cl>[C:1]([O:5]/[N:6]=[C:7](\[C:17]1[C:22]([OH:23])=[CH:21][CH:20]=[CH:19][N+:18]=1[O-:32])/[C:8]1[CH:13]=[C:12]([F:14])[C:11]([Cl:15])=[CH:10][C:9]=1[OH:16])([CH3:4])([CH3:2])[CH3:3] |f:2.3|. Procedure details: To a solution of (Z)-2-(4-chloro-5-fluoro-2-hydroxybenzoyl)-3-hydroxypyridine O-t-butyloxime (0.82 g) in chloroform (30 ml) was added 70% m-chloroperbenzoic acid (1.01 g) at 0° C. The mixture was warmed up to room temperature and stirred for 5 hours. To the reaction mixture was added an aqueous solution of sodium hydrogensulfite to quench the reaction. The reaction mixture was subjected to extraction with chloroform. The organic layer was dried (anhydrous magnesium sulfate). The solvent was dist... As a reaction SMILES: [Cl-].[CH3:2][NH2+:3][CH3:4].[CH:5]([CH2:7][C:8]([O:10][CH2:11][CH3:12])=[O:9])=O.[Na]>C1(C)C=CC=CC=1>[CH3:2][N:3]([CH:5]=[CH:7][C:8]([O:10][CH2:11][CH3:12])=[O:9])[CH3:4] |f:0.1,2.3,^1:12|. Yields the product CN(C)C=CC(=O)OCC (Ethyl β-(N,N-dimethylamino)-acrylate). The reactants are C(=O)CC(=O)OCC.[Na] (sodium ethyl formylacetate), C(=O)CC(=O)OCC.[Na] (sodium ethyl formylacetate), [Cl-].C[NH2+]C (dimethylammonium chloride). Procedure: 120 ml of a toluene suspension of 50.40 g (0.62 mol) of dimethylammonium chloride were introduced with good stirring in the course of half an hour into 274.5 g of a toluene suspension which originated from the preparation of sodium ethyl formylacetate and which contained 71.2 g (0.515 mol) of sodium ethyl formylacetate. The reddish orange-coloured, mobile suspension was freed on a rotary evaporator in a slight vacuum (about 300 mbar) from low-boiling components and from about 80 to 90% of the to... The solvent is C1(=CC=CC=C1)C (toluene), C1(=CC=CC=C1)C (toluene). The reactants are C(C)OC(C(C(=O)OCC)=CC1=C(C=CC2=CC=CC=C12)OC)=O (Diethyl2-[(2-methoxy-1-naphthyl)methylene]malonate). Reagents/catalysts: [Ni] (Raney nickel). Solvent: C(C)O (ethanol). Conditions: time 4 hour. Yields the product C(C)OC(C(C(=O)OCC)CC1=C(C=CC2=CC=CC=C12)OC)=O (Diethyl2-[(2-methoxy-1-naphthyl)methyl]malonate). RXN SMILES: [CH2:1]([O:3][C:4](=[O:24])[C:5](=[CH:11][C:12]1[C:21]2[C:16](=[CH:17][CH:18]=[CH:19][CH:20]=2)[CH:15]=[CH:14][C:13]=1[O:22][CH3:23])[C:6]([O:8][CH2:9][CH3:10])=[O:7])[CH3:2]>C(O)C.[Ni]>[CH2:9]([O:8][C:6](=[O:7])[CH:5]([CH2:11][C:12]1[C:21]2[C:16](=[CH:17][CH:18]=[CH:19][CH:20]=2)[CH:15]=[CH:14][C:13]=1[O:22][CH3:23])[C:4]([O:3][CH2:1][CH3:2])=[O:24])[CH3:10]. Procedure details: After being solubilised in ethanol (510 ml), the unsaturated compound obtained in Step A (10 g, 3.05.10−2 mol) is hydrogenated in the presence of Raney nickel at ambient temperature with vigorous stirring. The reaction is monitored by TLC and GPC after 4 hours' hydrogenation. After it has been established that the starting material has disappeared, the catalyst is filtered off over Celite and the ethanol is evaporated off under reduced pressure. The title product is obtained in the form of a col... Reactants: CI, [H-], COc1ccnc(Nc2ccc(I)cc2)n1, [Na+], CN(C)C=O, O. Product: COc1ccnc(N(C)c2ccc(I)cc2)n1. RXN SMILES: [CH3:19][I:20].[H-:17].[I:1][c:2]1[cH:3][cH:4][c:5]([NH:8][c:9]2[n:10][cH:11][cH:12][c:13]([O:15][CH3:16])[n:14]2)[cH:6][cH:7]1.[Na+:18].[O:22]=[CH:23][N:24]([CH3:25])[CH3:26].[OH2:21]>>[I:1][c:2]1[cH:3][cH:4][c:5]([N:8]([c:9]2[n:10][cH:11][cH:12][c:13]([O:15][CH3:16])[n:14]2)[CH3:19])[cH:6][cH:7]1. Starting materials: ClC1=NC=CC(=C1)C(C)F (2-Chloro-4-(1-fluoroethyl)pyridine), [Na+].[I-] (NaI), C(C)(=O)Cl (acetyl chloride). Solvent: ice, C(C)#N (ACN). Reaction conditions: temperature 80 celsius, time 8 hour. The product is FC(C)C1=CC(=NC=C1)I (4-(1-fluoroethyl)-2-iodopyridine). RXN SMILES: Cl[C:2]1[CH:7]=[C:6]([CH:8]([F:10])[CH3:9])[CH:5]=[CH:4][N:3]=1.[Na+].[I-:12].C(Cl)(=O)C>C(#N)C>[F:10][CH:8]([C:6]1[CH:5]=[CH:4][N:3]=[C:2]([I:12])[CH:7]=1)[CH3:9] |f:1.2|. Procedure details: 2-Chloro-4-(1-fluoroethyl)pyridine (70 g, 439 mmol, 1.00 equiv), NaI (661 g, 4.41 mol, 10.00 equiv), ACN (700 mL) and acetyl chloride (56 g, 713 mmol, 1.60 equiv) were combined in a 2000-mL 4-necked round-bottom flask. The resulting solution was stirred overnight at 80° C. in an oil bath and then cooled to r.t, diluted with ice aqueous saturated sodium carbonate (500 mL) and extracted with dichloromethane (3×500 mL). The combined organic layer was washed with NaS2O3 (10%, 3×300 mL) and the aqueo... Starting materials: C(C1=CC=CC=C1)OC(=O)N1C(CC(C2=CC(=C(C=C12)C(F)(F)F)F)=O)C (6-Fluoro-2-methyl-4-oxo-7-trifluoromethyl-3,4-dihydro-2H-quinoline-1-carboxylic acid benzyl ester). Reagents/catalysts: [Pd] (Pd/C). Solvent: C(C)O (ethanol). Conditions: time 1 hour. Yields the product 1.34, FC=1C=C2C(CC(NC2=CC1C(F)(F)F)C)=O (6-Fluoro-2-methyl4-oxo-7-trifluoromethyl-3,4-dihydro-2H-quinoline). The yield is 69.0%. Reaction SMILES: C(OC([N:11]1[C:20]2[C:15](=[CH:16][C:17]([F:25])=[C:18]([C:21]([F:24])([F:23])[F:22])[CH:19]=2)[C:14](=[O:26])[CH2:13][CH:12]1[CH3:27])=O)C1C=CC=CC=1>C(O)C.[Pd]>[F:25][C:17]1[CH:16]=[C:15]2[C:20](=[CH:19][C:18]=1[C:21]([F:22])([F:24])[F:23])[NH:11][CH:12]([CH3:27])[CH2:13][C:14]2=[O:26]. Reported procedure: 6-Fluoro-2-methyl-4-oxo-7-trifluoromethyl-3,4-dihydro-2H-quinoline-1-carboxylic acid benzyl ester (3.0 g, 7.9 mmol) was combined with 250 mg of 10% Pd/C in 50 mL of ethanol and agitated under a hydrogen atmosphere (40 psi) for 1 hour before being filtered through Celite®, rinsing with ethyl acetate, and evaporating the volatiles under reduced pressure to afford 1.34 (69%) of the title compound as a colorless oil. 1H NMR (CDCl3) δ 1.4 (d, 3H), 2.5 (dd, 1H), 2.7 (dd, 1H), 3.7-3.9 (m, 1H), 4.4 (bs,...